From a dataset of the Open Reaction Database (ORD), a public repository of structured organic reaction records. describe an organic reaction: reactants, conditions, products, and yield Starting materials: O=C([O-])[O-], CN(C)C=O, N#CC1(c2cccc(C(=O)Nc3cc(O)ccc3F)c2Cl)CC1, O=[N+]([O-])c1ccc(Cl)nc1, [K+], [K+], O. Yields the product N#CC1(c2cccc(C(=O)Nc3cc(Oc4ccc([N+](=O)[O-])cn4)ccc3F)c2Cl)CC1. Reaction SMILES: [C:34](=[O:35])([O-:36])[O-:37].[CH3:41][N:42]([CH3:43])[CH:44]=[O:45].[Cl:1][c:2]1[c:3]([C:4](=[O:5])[NH:6][c:7]2[c:8]([F:14])[cH:9][cH:10][c:11]([OH:13])[cH:12]2)[cH:15][cH:16][cH:17][c:18]1[C:19]1([C:22]#[N:23])[CH2:20][CH2:21]1.[Cl:24][c:25]1[n:26][cH:27][c:28]([N+:31](=[O:32])[O-:33])[cH:29][cH:30]1.[K+:38].[K+:39].[OH2:40]>>[Cl:1][c:2]1[c:3]([C:4](=[O:5])[NH:6][c:7]2[c:8]([F:14])[cH:9][cH:10][c:11]([O:13][c:25]3[n:26][cH:27][c:28]([N+:31](=[O:32])[O-:33])[cH:29][cH:30]3)[cH:12]2)[cH:15][cH:16][cH:17][c:18]1[C:19]1([C:22]#[N:23])[CH2:20][CH2:21]1. Yields the product COC(=O)C=1C(SC2=CC(=CC=C2C1O)C=1N(N=C(C1)C(F)(F)F)C)=O (4-Hydroxy-7-(2-methyl-5-trifluoromethyl-2H-pyrazol-3-yl)-2-oxo-2H-thiochromene-3-carboxylic acid methyl ester). Reactants: COC(=O)C=1C(SC2=CC(=CC=C2C1O)Br)=O (7-bromo-4-hydroxy-2-oxo-2H-thiochromene-3-carboxylic acid methyl ester), CN1N=C(C=C1[Sn](CCCC)(CCCC)CCCC)C(F)(F)F (1-Methyl-5-tributylstannanyl-3-trifluoromethyl-1H-pyrazole). Procedure: 4-Hydroxy-7-(2-methyl-5-trifluoromethyl-2H-pyrazol-3-yl)-2-oxo-2H-thiochromene-3-carboxylic acid methyl ester was prepared from 7-bromo-4-hydroxy-2-oxo-2H-thiochromene-3-carboxylic acid methyl ester under conditions analogous to Example 44(a) using 1-Methyl-5-tributylstannanyl-3-trifluoromethyl-1H-pyrazole. The crude material was used in the next step without purification. Reaction SMILES: [CH3:1][O:2][C:3]([C:5]1[C:6](=[O:17])[S:7][C:8]2[C:13]([C:14]=1[OH:15])=[CH:12][CH:11]=[C:10](Br)[CH:9]=2)=[O:4].[CH3:18][N:19]1[C:23]([Sn](CCCC)(CCCC)CCCC)=[CH:22][C:21]([C:37]([F:40])([F:39])[F:38])=[N:20]1>>[CH3:1][O:2][C:3]([C:5]1[C:6](=[O:17])[S:7][C:8]2[C:13]([C:14]=1[OH:15])=[CH:12][CH:11]=[C:10]([C:23]1[N:19]([CH3:18])[N:20]=[C:21]([C:37]([F:40])([F:39])[F:38])[CH:22]=1)[CH:9]=2)=[O:4]. The reactants are FC1=C2C(=CNC2=CC=C1)CC(=O)N ((4-fluoroindol-3-yl)acetamide), COC(C(=O)C1=CN2C(CCC3=CC=CC1=C23)C)=O ((4-methyl-5,6-dihydro-4H-pyrrolo[3,2,1-ij]quinolin-1-yl)oxo-acetic acid methyl ester). The product is CC1N2C3=C(C=CC=C3CC1)C(=C2)C=2C(NC(C2C2=CNC1=CC=CC(=C21)F)=O)=O (3-(4-Methyl-5,6-dihydro-4H-pyrrolo[3,2,1-ij]quinolin-1-yl)-4-(4-fluoro-1H-indol-3-yl)pyrrole-2,5-dione). As a reaction SMILES: [F:1][C:2]1[CH:10]=[CH:9][CH:8]=[C:7]2[C:3]=1[C:4]([CH2:11][C:12]([NH2:14])=[O:13])=[CH:5][NH:6]2.C[O:16][C:17](=O)[C:18]([C:20]1[C:30]2=[C:31]3[C:26](=[CH:27][CH:28]=[CH:29]2)[CH2:25][CH2:24][CH:23]([CH3:32])[N:22]3[CH:21]=1)=O>>[CH3:32][CH:23]1[CH2:24][CH2:25][C:26]2[C:31]3=[C:30]([C:20]([C:18]4[C:17](=[O:16])[NH:14][C:12](=[O:13])[C:11]=4[C:4]4[C:3]5[C:7](=[CH:8][CH:9]=[CH:10][C:2]=5[F:1])[NH:6][CH:5]=4)=[CH:21][N:22]13)[CH:29]=[CH:28][CH:27]=2. Procedure details: Beginning with (4-fluoroindol-3-yl)acetamide and (4-methyl-5,6-dihydro-4H-pyrrolo[3,2,1-ij]quinolin-1-yl)oxo-acetic acid methyl ester, the title compound was prepared essentially as described in Example 1. Reactants: [Br-], BrCc1ccccc1, CCCC[N+](CCCC)(CCCC)CCCC, [H-], OCCc1ccc(I)cc1, [Na+], C1CCOC1. Yields the product Ic1ccc(CCOCc2ccccc2)cc1. Reaction SMILES: [Br-:26].[Br:13][CH2:14][c:15]1[cH:16][cH:17][cH:18][cH:19][cH:20]1.[CH2:27]([N+:28]([CH2:29][CH2:30][CH2:31][CH3:32])([CH2:33][CH2:34][CH2:35][CH3:36])[CH2:37][CH2:38][CH2:39][CH3:40])[CH2:41][CH2:42][CH3:43].[H-:11].[I:1][c:2]1[cH:3][cH:4][c:5]([CH2:8][CH2:9][OH:10])[cH:6][cH:7]1.[Na+:12].[O:21]1[CH2:22][CH2:23][CH2:24][CH2:25]1>>[I:1][c:2]1[cH:3][cH:4][c:5]([CH2:8][CH2:9][O:10][CH2:14][c:15]2[cH:16][cH:17][cH:18][cH:19][cH:20]2)[cH:6][cH:7]1. Reactants: CN(C)C=O, [Cl-], COc1cc(CCl)ccc1Sc1ccccc1, [Na+], N#C[Na], O. The product is COc1cc(CC#N)ccc1Sc1ccccc1. As a reaction SMILES: [CH3:24][N:25]([CH3:26])[CH:27]=[O:28].[Cl-:22].[Cl:1][CH2:2][c:3]1[cH:4][c:5]([O:16][CH3:17])[c:6]([S:9][c:10]2[cH:11][cH:12][cH:13][cH:14][cH:15]2)[cH:7][cH:8]1.[Na+:21].[Na:18][C:19]#[N:20].[OH2:23]>>[CH2:2]([c:3]1[cH:4][c:5]([O:16][CH3:17])[c:6]([S:9][c:10]2[cH:11][cH:12][cH:13][cH:14][cH:15]2)[cH:7][cH:8]1)[C:19]#[N:20]. Reactants: C(C)(=O)C=1C=C2C(N(C(N(C2=CC1)C)=O)C1CCN(CC1)C1=NC=NC2=CC(=C(C=C12)OC)OC)=O (6-Acetyl-3-[1-(6,7-dimethoxy-4-quinazolinyl)-4-piperidinyl]-1,2,3,4-tetrahydro-1-methyl-2,4-dioxoquinazoline), [Cl-].[Ce+3].[Cl-].[Cl-] (cerium chloride), [Cl-].[NH4+] (ammonium chloride), solution, C[Mg]Br (methylmagnesium bromide). The solvent is C1CCOC1 (THF), C1CCOC1 (THF), C1CCOC1 (THF). Run at time 1 hour. Product: COC=1C=C2C(=NC=NC2=CC1OC)N1CCC(CC1)N1C(N(C2=CC=C(C=C2C1=O)C(C)(C)O)C)=O (3-[1-(6,7-Dimethoxy-4-quinazolinyl)-4-piperidinyl]-1,2,3,4-tetrahydro-6-(2-hydroxy-2-propyl)-1-methyl-2,4-dioxoquinazoline). The yield is 31.0%. RXN SMILES: [Cl-].[Ce+3].[Cl-].[Cl-].[CH3:5][Mg]Br.[C:8]([C:11]1[CH:12]=[C:13]2[C:18](=[CH:19][CH:20]=1)[N:17]([CH3:21])[C:16](=[O:22])[N:15]([CH:23]1[CH2:28][CH2:27][N:26]([C:29]3[C:38]4[C:33](=[CH:34][C:35]([O:41][CH3:42])=[C:36]([O:39][CH3:40])[CH:37]=4)[N:32]=[CH:31][N:30]=3)[CH2:25][CH2:24]1)[C:14]2=[O:43])(=[O:10])[CH3:9].[Cl-].[NH4+]>C1COCC1>[CH3:40][O:39][C:36]1[CH:37]=[C:38]2[C:33](=[CH:34][C:35]=1[O:41][CH3:42])[N:32]=[CH:31][N:30]=[C:29]2[N:26]1[CH2:27][CH2:28][CH:23]([N:15]2[C:14](=[O:43])[C:13]3[C:18](=[CH:19][CH:20]=[C:11]([C:8]([OH:10])([CH3:5])[CH3:9])[CH:12]=3)[N:17]([CH3:21])[C:16]2=[O:22])[CH2:24][CH2:25]1 |f:0.1.2.3,6.7|. Procedure details: In 3 ml of THF was suspended 246.5 mg (1.0 mmol) of thoroughly dried cerium chloride, and 1 ml of a 1M solution of methylmagnesium bromide in THF was added thereto under an argon gas atmosphere, followed by stirring at room temperature for 1 hour. To the reaction mixture was dropwise added a solution of 245.0 mg (0.50 mmol) of Compound 63 obtained in Example 50 in 5 ml of THF, and the mixture was stirred at room temperature for 3 hours. A saturated aqueous solution of ammonium chloride was added... The reactants are CCCNCC1OCCO1, O=C(Cl)CCl, [Na+], [Na+], O=C([O-])[O-], O, c1ccccc1. The product is CCCN(CC1OCCO1)C(=O)CCl. As a reaction SMILES: [CH2:1]([CH2:2][CH3:3])[NH:4][CH2:5][CH:6]1[O:7][CH2:8][CH2:9][O:10]1.[Cl:23][CH2:24][C:25](=[O:26])[Cl:27].[Na+:17].[Na+:18].[O-:19][C:20](=[O:21])[O-:22].[OH2:28].[cH:11]1[cH:12][cH:13][cH:14][cH:15][cH:16]1>>[CH2:1]([CH2:2][CH3:3])[N:4]([CH2:5][CH:6]1[O:7][CH2:8][CH2:9][O:10]1)[C:25]([CH2:24][Cl:23])=[O:26].